Task: describe an organic reaction: reactants, conditions, products, and yield. Dataset: the Open Reaction Database (ORD), a public repository of structured organic reaction records The reactants are C(C1=CC=CC=C1)N1CCC(CC1)NC(C1=C(C=C(C(=C1)[N+](=O)[O-])NC(C)=O)OC)=O (N-(1-benzylpiperid-4-yl)-2-methoxy-4-acetamido-5-nitrobenzamide), Cl (hydrochloric acid), CO (methanol). The solvent is O (water). The product is Cl.C(C1=CC=CC=C1)N1CCC(CC1)NC(C1=C(C=C(C(=C1)[N+](=O)[O-])N)OC)=O (N-(1-benzylpiperid-4-yl)-2-methoxy-4-amino-5-nitrobenzamide hydrochloride). As a reaction SMILES: [CH2:1]([N:8]1[CH2:13][CH2:12][CH:11]([NH:14][C:15](=[O:31])[C:16]2[CH:21]=[C:20]([N+:22]([O-:24])=[O:23])[C:19]([NH:25]C(=O)C)=[CH:18][C:17]=2[O:29][CH3:30])[CH2:10][CH2:9]1)[C:2]1[CH:7]=[CH:6][CH:5]=[CH:4][CH:3]=1.[ClH:32].CO>O>[ClH:32].[CH2:1]([N:8]1[CH2:9][CH2:10][CH:11]([NH:14][C:15](=[O:31])[C:16]2[CH:21]=[C:20]([N+:22]([O-:24])=[O:23])[C:19]([NH2:25])=[CH:18][C:17]=2[O:29][CH3:30])[CH2:12][CH2:13]1)[C:2]1[CH:3]=[CH:4][CH:5]=[CH:6][CH:7]=1 |f:4.5|. Procedure: A mixture of N-(1-benzylpiperid-4-yl)-2-methoxy-4-acetamido-5-nitrobenzamide (4.26 g; 0.01 mol) [prepared by the procedure described in Example 1], concentrated hydrochloric acid (5 ml), methanol (40 ml) and water (40 ml) was boiled under reflux for 2 hours. The solvent was removed in vacuo and the solid recrystallized from ethanol to give 3.4 g of N-(1-benzylpiperid-4-yl)-2-methoxy-4-amino-5-nitrobenzamide hydrochloride, m.p. 218°-220° C. (dec).